From a dataset of the Open Reaction Database (ORD), a public repository of structured organic reaction records. describe an organic reaction: reactants, conditions, products, and yield Reaction SMILES: [CH2:1]([O:5][C:6]1[CH:11]=[CH:10][C:9]([C:12]2[N:16]([CH2:17][C:18]([OH:20])=[O:19])[N:15]=[N:14][N:13]=2)=[CH:8][CH:7]=1)[CH2:2][CH2:3][CH3:4].S(=O)(=O)(O)O.[CH2:26](O)[CH2:27][OH:28]>>[OH:28][CH2:27][CH2:26][O:19][C:18](=[O:20])[CH2:17][N:16]1[C:12]([C:9]2[CH:8]=[CH:7][C:6]([O:5][CH2:1][CH2:2][CH2:3][CH3:4])=[CH:11][CH:10]=2)=[N:13][N:14]=[N:15]1. Reaction conditions: temperature 90 celsius, time 2.5 hour. Product: OCCOC(CN1N=NN=C1C1=CC=C(C=C1)OCCCC)=O ([5-(4-butoxyphenyl) tetrazol-1-yl] acetic acid 2-hydroxyethyl ester). Isolated yield 69.0%. The reactants are C(CCC)OC1=CC=C(C=C1)C1=NN=NN1CC(=O)O ([5-(4-butoxyphenyl) tetrazol-1-yl] acetic acid), S(O)(O)(=O)=O (sulfuric acid), C(CO)O (ethylene glycol), ice water. Procedure details: To a solution of 0.5 g (1.81 mM) of [5-(4-butoxyphenyl) tetrazol-1-yl] acetic acid in 3 ml of ethylene glycol was added 0.3 ml of sulfuric acid. After the addition, the mixture was stirred at 90° C. for 2.5 hrs. The mixture was then poured into ice-water and extracted with ethyl acetate. The organic phase was washed with water, dried over anhydrous magnesium sulfate and then concentrated under reduced pressure. The resultant residue was subjected to silica gel column chromatography (eluent: chlo... Reactants: N(=C=S)C1=CC2=C(OCCO2)C=C1 (2,3-dihydro-6-isothiocyanato-1,4-benzodioxin), C(C)(=O)N1CCC(CC1)CN (1-acetyl-4-piperidinemethanamine), CSC=1SC2=NC=CC=C2N1 (2-(methylthio)thiazolo[5,4-b]pyridine). Run at temperature 140 celsius. Yields the product C(C)(=O)N1CCC(CC1)CNC=1SC2=NC=CC=C2N1 (1-acetyl-N-(thiazolo[5,4-b]-pyridin-2-yl)-4-piperidinemethanamine), intermediate 51. Isolated yield 93.0%. RXN SMILES: N(C1C=CC2OCCOC=2C=1)=C=S.[C:14]([N:17]1[CH2:22][CH2:21][CH:20]([CH2:23][NH2:24])[CH2:19][CH2:18]1)(=[O:16])[CH3:15].CS[C:27]1[S:28][C:29]2[C:34]([N:35]=1)=[CH:33][CH:32]=[CH:31][N:30]=2>>[C:14]([N:17]1[CH2:18][CH2:19][CH:20]([CH2:23][NH:24][C:27]2[S:28][C:29]3[C:34]([N:35]=2)=[CH:33][CH:32]=[CH:31][N:30]=3)[CH2:21][CH2:22]1)(=[O:16])[CH3:15]. Reported procedure: A mixture of 11 parts of 1-acetyl-4-piperidinemethanamine and 9 parts of 2-(methylthio)thiazolo[5,4-b]pyridine was stirred and heated for 20 hours at 140° C. The whole was purified by column chromatography over silica gel using a mixture of trichloromethane and methanol (95:5 by volume) as eluent. The pure fractions were collected and the eluent was evaporated, yielding 13.5 parts (93%) of 1-acetyl-N-(thiazolo[5,4-b]-pyridin-2-yl)-4-piperidinemethanamine as a residue (intermediate 51). The reactants are C(C)(=O)O (Acetic acid), FC(C1=CC=C(N)C=C1)(F)F (4-trifluoromethylaniline), C(C)(=O)O (acetic acid), O=C(CC(=O)OC)CC (methyl 3-oxopentanoate), C1(=CC=CC=C1)C (toluene), C(C)(=O)O (Acetic acid). Run in O (water). Run at time 4.5 hour. Yields the product FC(C1=CC=C(C=C1)NC(=CC(=O)OC)CC)(F)F (methyl 3-(4-trifluoromethylphenylamino)-2-pentenoate). Yield: 72.8%. RXN SMILES: [F:1][C:2]([F:11])([F:10])[C:3]1[CH:9]=[CH:8][C:6]([NH2:7])=[CH:5][CH:4]=1.O=[C:13]([CH2:19][CH3:20])[CH2:14][C:15]([O:17][CH3:18])=[O:16].C1(C)C=CC=CC=1.C(O)(=O)C>O>[F:1][C:2]([F:10])([F:11])[C:3]1[CH:9]=[CH:8][C:6]([NH:7][C:13]([CH2:19][CH3:20])=[CH:14][C:15]([O:17][CH3:18])=[O:16])=[CH:5][CH:4]=1. Procedure: In a 1 L-flask were placed 4-trifluoromethylaniline (161 g, 1.00 mol), methyl 3-oxopentanoate (130 g, 1.00 mol) and toluene (160 mL). To this solution was added acetic acid (16 g, 0.27 mol), and the resulting mixture was heated in a bath kept at 100° C. under a reduced pressure of 19 kPa for 3.5 hours, while the water generated was taken out of the reaction system by using a Dean-Stark trap under reflux. Acetic acid (16 g, 0.27 mol) was then added, and reflux was continued for 4.5 hours. Acetic ... Reactants: COC(OC)N(C)C, CCCCCC, N#CCS(=O)(=O)c1ccccc1. Yields the product CN(C)C=C(C#N)S(=O)(=O)c1ccccc1. RXN SMILES: [CH3:1][O:2][CH:3]([N:4]([CH3:5])[CH3:6])[O:7][CH3:8].[CH3:21][CH2:22][CH2:23][CH2:24][CH2:25][CH3:26].[c:9]1([S:15](=[O:16])(=[O:17])[CH2:18][C:19]#[N:20])[cH:10][cH:11][cH:12][cH:13][cH:14]1>>[CH:3]([N:4]([CH3:5])[CH3:6])=[C:18]([S:15]([c:9]1[cH:10][cH:11][cH:12][cH:13][cH:14]1)(=[O:16])=[O:17])[C:19]#[N:20]. Reactants: Cl (hydrochloric acid), C(#N)C1=C(C=CC=C1)O (2-cyanophenol), [N-]=[N+]=[N-].[Na+] (sodium azide), [Cl-].[NH4+] (ammonium chloride). Run in CN(C)C=O (DMF), O (water). Run at temperature 130 celsius. Product: N=1NN=NC1C1=C(C=CC=C1)O (2-(2H-1,2,3,4-Tetrazol-5-yl)phenol). Isolated yield 96.8%. As a reaction SMILES: [C:1]([C:3]1[CH:8]=[CH:7][CH:6]=[CH:5][C:4]=1[OH:9])#[N:2].[N-:10]=[N+:11]=[N-:12].[Na+].[Cl-].[NH4+].Cl>CN(C=O)C.O>[N:2]1[NH:10][N:11]=[N:12][C:1]=1[C:3]1[CH:8]=[CH:7][CH:6]=[CH:5][C:4]=1[OH:9] |f:1.2,3.4|. Reported procedure: A stirred mixture of 2-cyanophenol (2.38 g, 20 mmol), sodium azide (3.9 g, 60 mmol) and ammonium chloride (1.39 g, 26 mmol) in dry DMF (10 mL) was heated at 130° C. for 48 h. After cooling to room temperature, the raction mixture was poured into water (100 mL), and the solution acidified with 6 N hydrochloric acid to pH 1. The precipitate formed was collected by filtration, and dried to give subtitled compound (3.14 g, 97%). Reaction SMILES: [C:37](=[O:38])([O-:39])[OH:40].[CH3:45][C:46]#[N:47].[CH:1]1([NH:5][C:6]([NH:7][c:8]2[cH:9][cH:10][c:11]([C:12](=[O:13])[N:14]3[CH2:15][CH2:16][N:17]([C:20]([O:21][C:22]([CH3:23])([CH3:24])[CH3:25])=[O:26])[CH2:18][CH2:19]3)[cH:27][cH:28]2)=[O:29])[CH2:2][CH2:3][CH2:4]1.[Cl:42][CH2:43][Cl:44].[Na+:41].[OH:30][C:31]([C:32]([F:33])([F:34])[F:35])=[O:36]>>[CH:1]1([NH:5][C:6]([NH:7][c:8]2[cH:9][cH:10][c:11]([C:12](=[O:13])[N:14]3[CH2:15][CH2:16][NH:17][CH2:18][CH2:19]3)[cH:27][cH:28]2)=[O:29])[CH2:2][CH2:3][CH2:4]1. Yields the product O=C(Nc1ccc(C(=O)N2CCNCC2)cc1)NC1CCC1. Starting materials: O=C([O-])O, CC#N, CC(C)(C)OC(=O)N1CCN(C(=O)c2ccc(NC(=O)NC3CCC3)cc2)CC1, ClCCl, [Na+], O=C(O)C(F)(F)F. Product: Cl, Cc1ccccc1CC(=N)Nc1ncccc1OCc1ccccc1. As a reaction SMILES: [CH3:17][c:18]1[c:19]([CH2:24][C:25]([O:26][CH2:27][CH3:28])=[NH:29])[cH:20][cH:21][cH:22][cH:23]1.[CH3:30][CH2:31][OH:32].[ClH:16].[NH2:1][c:2]1[n:3][cH:4][cH:5][cH:6][c:7]1[O:8][CH2:9][c:10]1[cH:11][cH:12][cH:13][cH:14][cH:15]1>>[ClH:16].[NH:1]([c:2]1[n:3][cH:4][cH:5][cH:6][c:7]1[O:8][CH2:9][c:10]1[cH:11][cH:12][cH:13][cH:14][cH:15]1)[C:25]([CH2:24][c:19]1[c:18]([CH3:17])[cH:23][cH:22][cH:21][cH:20]1)=[NH:29]. Starting materials: CCOC(=N)Cc1ccccc1C, CCO, Cl, Nc1ncccc1OCc1ccccc1. Reactants: BrBr (Bromine), C(C)(=O)C(CCCCCCC(=O)OCC)CCCC(CCCCC)OC(C)=O (Ethyl 8-Acetyl-12-acetoxyheptadecanoate). Solvent: C(Cl)(Cl)(Cl)Cl (carbon tetrachloride), C(Cl)(Cl)(Cl)Cl (carbon tetrachloride). Product: C(C)(=O)C(CCCCCCC(=O)OCC)(CCCC(CCCCC)OC(C)=O)Br (Ethyl 8-acetyl-8-bromo-12-acetoxyheptadecanoate). Reaction SMILES: [Br:1]Br.[C:3]([CH:6]([CH2:18][CH2:19][CH2:20][CH:21]([O:27][C:28](=[O:30])[CH3:29])[CH2:22][CH2:23][CH2:24][CH2:25][CH3:26])[CH2:7][CH2:8][CH2:9][CH2:10][CH2:11][CH2:12][C:13]([O:15][CH2:16][CH3:17])=[O:14])(=[O:5])[CH3:4]>C(Cl)(Cl)(Cl)Cl>[C:3]([C:6]([Br:1])([CH2:18][CH2:19][CH2:20][CH:21]([O:27][C:28](=[O:30])[CH3:29])[CH2:22][CH2:23][CH2:24][CH2:25][CH3:26])[CH2:7][CH2:8][CH2:9][CH2:10][CH2:11][CH2:12][C:13]([O:15][CH2:16][CH3:17])=[O:14])(=[O:5])[CH3:4]. Reported procedure: Bromine (16.7 g., 0.104 mole) dissolved in carbon tetrachloride (100 ml.) is added dropwise to a stirred solution of ethyl 8-acetyl-12-acetoxyheptadecanoate (Example 1, Step C) (37.4 g., 0.094 mole) in carbon tetrachloride (200 ml.) during 1 hour. The solvent is distilled in vacuo. The residual oil is dissolved in ether and washed with dilute sodium bicarbonate, water and brine and dried over sodium sulfate. Evaporation of the ether leaves the crude bromo ester as a yellow oil weighing 43 g. It ... Reactants: IC1=CC=C(C=C1)C1(CC1)C(=O)O (1-(4-iodo-phenyl)-cyclopropane-carboxylic acid), C(=O)(C(=O)Cl)Cl ((COCl)2), [OH-].COC(=O)NS(=O)(=O)[N+](CC)(CC)CC (methoxycarbonylsulfamoyl triethylammonium hydroxide), C(O)CN (Ethanolamine). Solvent: EtOAc Hexanes, CC#N.O (CH3CN H2O), C(Cl)Cl (CH2Cl2), CCOC(=O)C (EtOAc), C1CCOC1 (THF). Conditions: time 1 hour. Yields the product IC1=CC=C(C=C1)C1(CC1)C=1OCCN1 (2-[1-(4-iodo-phenyl)-cyclopropyl]-4,5-dihydro-oxazole). Isolated yield 54.3%. RXN SMILES: [I:1][C:2]1[CH:7]=[CH:6][C:5]([C:8]2([C:11]([OH:13])=O)[CH2:10][CH2:9]2)=[CH:4][CH:3]=1.C(Cl)(C(Cl)=O)=O.[CH2:20]([CH2:22][NH2:23])O.[OH-].COC(NS([N+](CC)(CC)CC)(=O)=O)=O>C(Cl)Cl.C1COCC1.CCOC(C)=O.CC#N.O>[I:1][C:2]1[CH:3]=[CH:4][C:5]([C:8]2([C:11]3[O:13][CH2:20][CH2:22][N:23]=3)[CH2:9][CH2:10]2)=[CH:6][CH:7]=1 |f:3.4,8.9|. Procedure details: Part A. To a slurry of 1-(4-iodo-phenyl)-cyclopropane-carboxylic acid (0.693 g, 2.41 mmol) in CH2Cl2 (3.0 mL) at 0° C. was added (COCl)2 (0.40 mL, 4.6 mmol) dropwise. The reaction was warmed to rt and stirred under N2 for 1 h. The reaction was monitored by LC/MS. Upon completion the reaction was concentrated on the rotary evaporator and diluted with CH2Cl2 (3 mL). Ethanolamine (0.30 mL, 4.54 mmol) was added drop-wise and the reaction stirred for 1.5 h. The reaction was then quenched with H2O and... Reactants: [Li]CCCC (n-BuLi), BrC1=C(N=CC2=CC=CC=C12)C (4-bromo-3-methylisoquinoline), C(=O)(O)[O-].[Na+] (NaHCO3), CN(C)C=O (DMF). Run in C1CCOC1 (THF), Cl (HCl). Run at time 10 minute. The product is CC=1N=CC2=CC=CC=C2C1C=O (3-methylisoquinoline-4-carbaldehyde). Isolated yield 42.6%. RXN SMILES: [Li]CCCC.Br[C:7]1[C:16]2[C:11](=[CH:12][CH:13]=[CH:14][CH:15]=2)[CH:10]=[N:9][C:8]=1[CH3:17].CN([CH:21]=[O:22])C.C([O-])(O)=O.[Na+]>C1COCC1.Cl>[CH3:17][C:8]1[N:9]=[CH:10][C:11]2[C:16]([C:7]=1[CH:21]=[O:22])=[CH:15][CH:14]=[CH:13][CH:12]=2 |f:3.4|. Procedure: To a solution of n-BuLi (2.5M, 0.869 ml, 2.17 mmol)) in 10 ml anhydrous THF at −50° C., 4-bromo-3-methylisoquinoline (0.460 q, 2.07 mmol) was added. After 10 minutes of stirring, DMF (0.32 g, 4.14 mmol) was added to the solution. The reaction mixture was allowed to stir at −50° C. for 20 minutes and then at room temperature for 15 minutes. 5 ml of in HCl was added and the solution was stirred for another 5 minuses. The reaction mixture was neutralized with saturated solution of NaHCO3 (25 ml) an...